describe an organic reaction: reactants, conditions, products, and yield From a dataset of the Open Reaction Database (ORD), a public repository of structured organic reaction records. Reactants: O=[N+]([O-])c1cc(Br)ccc1NC1CNCC1O, CC(=O)O[BH-](OC(C)=O)OC(C)=O, O=C([O-])O, C=O, CC#N, Cl, [Na+], [Na+]. Product: CN1CC(O)C(Nc2ccc(Br)cc2[N+](=O)[O-])C1. As a reaction SMILES: [Br:2][c:3]1[cH:4][c:5]([N+:16](=[O:17])[O-:18])[c:6]([NH:9][CH:10]2[CH:11]([OH:15])[CH2:12][NH:13][CH2:14]2)[cH:7][cH:8]1.[C:19]([O:20][BH-:21]([O:22][C:23](=[O:24])[CH3:25])[O:26][C:27](=[O:28])[CH3:29])(=[O:30])[CH3:31].[C:35](=[O:36])([OH:37])[O-:38].[CH2:33]=[O:34].[CH3:40][C:41]#[N:42].[ClH:1].[Na+:32].[Na+:39]>>[Br:2][c:3]1[cH:4][c:5]([N+:16](=[O:17])[O-:18])[c:6]([NH:9][CH:10]2[CH:11]([OH:15])[CH2:12][N:13]([CH3:19])[CH2:14]2)[cH:7][cH:8]1. Reactants: CCCC(C)OCCCOC(=O)c1cc(OC(C)=O)ccc1-c1ccccc1, CO, [NH4+], [OH-]. The product is CCCC(C)OCCCOC(=O)c1cc(O)ccc1-c1ccccc1. As a reaction SMILES: [CH3:1][CH:2]([CH2:3][CH2:4][CH3:5])[O:6][CH2:7][CH2:8][CH2:9][O:10][C:11](=[O:12])[c:13]1[c:14](-[c:23]2[cH:24][cH:25][cH:26][cH:27][cH:28]2)[cH:15][cH:16][c:17]([O:19][C:20](=[O:21])[CH3:22])[cH:18]1.[CH3:31][OH:32].[NH4+:30].[OH-:29]>>[CH3:1][CH:2]([CH2:3][CH2:4][CH3:5])[O:6][CH2:7][CH2:8][CH2:9][O:10][C:11](=[O:12])[c:13]1[c:14](-[c:23]2[cH:24][cH:25][cH:26][cH:27][cH:28]2)[cH:15][cH:16][c:17]([OH:19])[cH:18]1. Starting materials: OC=1C=C(C=CC1OC)C(C)=O (3′-Hydroxy-4′-methoxyacetophenone), Cl.CC=1C=C(CON)C=CC1 (O-(3-methylbenzyl)hydroxylamine hydrochloride). Product: CC=1C=C(CO\N=C(/C)\C2=CC(=C(C=C2)OC)O)C=CC1 ((E)-3′-Hydroxy-4′-methoxyacetophenone O-3-Methylbenzyl Oxime). The yield is 90.8%. As a reaction SMILES: [OH:1][C:2]1[CH:3]=[C:4]([C:10](=O)[CH3:11])[CH:5]=[CH:6][C:7]=1[O:8][CH3:9].Cl.[CH3:14][C:15]1[CH:16]=[C:17]([CH:21]=[CH:22][CH:23]=1)[CH2:18][O:19][NH2:20]>>[CH3:14][C:15]1[CH:16]=[C:17]([CH:21]=[CH:22][CH:23]=1)[CH2:18][O:19]/[N:20]=[C:10](/[C:4]1[CH:5]=[CH:6][C:7]([O:8][CH3:9])=[C:2]([OH:1])[CH:3]=1)\[CH3:11] |f:1.2|. Procedure: Acetophenone 12 (50 mg, 0.301 mmol) was condensed with O-(3-methylbenzyl)hydroxylamine hydrochloride (28) (57 mg, 0.328 mmol) according to the general procedure II-B defined above. After being heated for 15 h the reaction mixture was cooled and the solvent removed under reduced pressure. The ensuing residue was dissolved in CH2Cl2 (15 mL), washed with H2O (2×10 mL) then dried (MgSO4), filtered and concentrated under reduced pressure. The oil thus obtained was subjected to flash chromatography (1... Starting materials: N#Cc1ccc(F)c2ccccc12, COC(=O)C1=CCC2CCC1N2, c1ccncc1. The product is COC(=O)C1=CCC2CCC1N2c1ccc(C#N)c2ccccc12. As a reaction SMILES: [C:13](#[N:14])[c:15]1[cH:16][cH:17][c:18]([F:25])[c:19]2[cH:20][cH:21][cH:22][cH:23][c:24]12.[CH3:1][O:2][C:3](=[O:4])[C:5]1=[CH:11][CH2:10][CH:9]2[CH2:8][CH2:7][CH:6]1[NH:12]2.[cH:26]1[cH:27][cH:28][n:29][cH:30][cH:31]1>>[CH3:1][O:2][C:3](=[O:4])[C:5]1=[CH:11][CH2:10][CH:9]2[CH2:8][CH2:7][CH:6]1[N:12]2[c:18]1[cH:17][cH:16][c:15]([C:13]#[N:14])[c:24]2[c:19]1[cH:20][cH:21][cH:22][cH:23]2. Reaction SMILES: [CH3:1][O:2][C:3](=[O:4])[c:5]1[cH:6][cH:7][c:8]2[c:13]([cH:14]1)[CH:12]=[C:11]([CH2:15][CH2:16][N:17]1[CH2:18][CH2:19][CH2:20][CH2:21]1)[CH2:10][CH2:9]2.[CH3:24][CH2:25][OH:26].[Na+:23].[OH-:22]>>[O:2]=[C:3]([OH:4])[c:5]1[cH:6][cH:7][c:8]2[c:13]([cH:14]1)[CH:12]=[C:11]([CH2:15][CH2:16][N:17]1[CH2:18][CH2:19][CH2:20][CH2:21]1)[CH2:10][CH2:9]2. Starting materials: COC(=O)c1ccc2c(c1)C=C(CCN1CCCC1)CC2, CCO, [Na+], [OH-]. The product is O=C(O)c1ccc2c(c1)C=C(CCN1CCCC1)CC2. Reactants: CC(COc1cccc2ncnc(Nc3ccc(O)c(Cl)c3)c12)N(C)C(=O)CO, Cl, ClCc1ccccn1. Yields the product CC(COc1cccc2ncnc(Nc3ccc(OCc4ccccn4)c(Cl)c3)c12)N(C)C(=O)CO. RXN SMILES: [Cl:10][c:11]1[cH:12][c:13]([NH:18][c:19]2[n:20][cH:21][n:22][c:23]3[cH:24][cH:25][cH:26][c:27]([O:29][CH2:30][CH:31]([CH3:32])[N:33]([C:34]([CH2:35][OH:36])=[O:37])[CH3:38])[c:28]23)[cH:14][cH:15][c:16]1[OH:17].[ClH:1].[c:2]1([CH2:8][Cl:9])[cH:3][cH:4][cH:5][cH:6][n:7]1>>[c:2]1([CH2:8][O:17][c:16]2[c:11]([Cl:10])[cH:12][c:13]([NH:18][c:19]3[n:20][cH:21][n:22][c:23]4[cH:24][cH:25][cH:26][c:27]([O:29][CH2:30][CH:31]([CH3:32])[N:33]([C:34]([CH2:35][OH:36])=[O:37])[CH3:38])[c:28]34)[cH:14][cH:15]2)[cH:3][cH:4][cH:5][cH:6][n:7]1.